This data is from the Open Reaction Database (ORD), a public repository of structured organic reaction records. The task is: describe an organic reaction: reactants, conditions, products, and yield Starting materials: CO, COc1ccc(OCc2ccccc2)cc1[N+](=O)[O-]. The product is COc1ccc(OCc2ccccc2)cc1N. RXN SMILES: [CH3:20][OH:21].[N+:1]([O-:2])(=[O:3])[c:4]1[c:5]([O:18][CH3:19])[cH:6][cH:7][c:8]([O:10][CH2:11][c:12]2[cH:13][cH:14][cH:15][cH:16][cH:17]2)[cH:9]1>>[NH2:1][c:4]1[c:5]([O:18][CH3:19])[cH:6][cH:7][c:8]([O:10][CH2:11][c:12]2[cH:13][cH:14][cH:15][cH:16][cH:17]2)[cH:9]1. Starting materials: [H-].[Na+] (sodium hydride), CC1=C(C=CC=C1)NC(OC)=O (methyl N-(o-methylphenyl)-carbamate), C(C)I (ethyl iodide). Solvent: CN(C=O)C (dimethylformamide). Conditions: time 4 hour. Yields the product C(C)N(C(OC)=O)C1=C(C=CC=C1)C (Methyl N-ethyl-N-(o-methylphenyl)-carbamate). As a reaction SMILES: [H-].[Na+].[CH3:3][C:4]1[CH:9]=[CH:8][CH:7]=[CH:6][C:5]=1[NH:10][C:11](=[O:14])[O:12][CH3:13].[CH2:15](I)[CH3:16]>CN(C)C=O>[CH2:15]([N:10]([C:5]1[CH:6]=[CH:7][CH:8]=[CH:9][C:4]=1[CH3:3])[C:11](=[O:14])[O:12][CH3:13])[CH3:16] |f:0.1|. Procedure: 5.1 g (0.2 mol) of sodium hydride are added a little at a time to 30 g (0.18 mol) of methyl N-(o-methylphenyl)-carbamate (Example 1a) in 200 ml of dimethylformamide. After the evolution of gas has ceased, 30 g (0.2 mol) of ethyl iodide are added drop-wise, the reaction mixture being lightly cooled in a water bath. A white solid is precipitated. After about 4 hours, the reaction mixture is diluted with water and the aqueous phase is extracted three times with ether. The organic phase is dried ove... Reaction SMILES: [H-].[Na+].[SH:3][C:4]1[S:5][CH:6]=[CH:7][N:8]=1.[Cl:9][C:10]1[CH:11]=[C:12]([N+:17]([O-])=O)[CH:13]=[CH:14][C:15]=1F.O>CN(C)C=O>[Cl:9][C:10]1[CH:11]=[C:12]([CH:13]=[CH:14][C:15]=1[S:3][C:4]1[S:5][CH:6]=[CH:7][N:8]=1)[NH2:17] |f:0.1|. Product: ClC=1C=C(N)C=CC1SC=1SC=CN1 (3-chloro-4-(1,3-thiazol-2-ylsulfanyl)aniline). Starting materials: SC=1SC=CN1 (2-mercapto thiazole), ClC=1C=C(C=CC1F)[N+](=O)[O-] (3-chloro-4-fluoro nitrobenzene), O (water), [H-].[Na+] (sodium hydride). Run at time 4 hour. Reported procedure: To a suspension of 3.8 g sodium hydride (60% in mineral oil) in 100 ml of dimethylformamide was added slowly a solution of 10.0 g of 2-mercapto thiazole in 100 ml of dimethylformamide. After 15 min a solution of 15.0 g 3-chloro-4-fluoro nitrobenzene in 50 ml of dimethylformamide was added. After 4 hrs, the mixture was poured into water. The resulting solid was collected, washed with water, and dried in vacuum. This material was mechanically stirred at reflux in a mixture of 830 ml of methanol, 2... Run in CN(C=O)C (dimethylformamide), CN(C=O)C (dimethylformamide), CN(C=O)C (dimethylformamide). Starting materials: C(C=C)N(CCCC#CC=1C=C2C(=CNC2=CC1)C)C (Allyl-methyl-[5-(3-methyl-1H-indol-5-yl)-pent-4-ynyl]-amine), BrC1=CC=C(C=C1)F (1-bromo-4-fluorbenzene). Product: C(C=C)N(C)CCCC#CC=1C=C2C(=CN(C2=CC1)C1=CC=C(C=C1)Br)C (Allyl-{5-[1-(4-bromo-phenyl)-3-methyl-1H-indol-5-yl]-pent-4-ynyl}-methyl-amine). As a reaction SMILES: [CH2:1]([N:4]([CH3:20])[CH2:5][CH2:6][CH2:7][C:8]#[C:9][C:10]1[CH:11]=[C:12]2[C:16](=[CH:17][CH:18]=1)[NH:15][CH:14]=[C:13]2[CH3:19])[CH:2]=[CH2:3].[Br:21][C:22]1[CH:27]=[CH:26][C:25](F)=[CH:24][CH:23]=1>>[CH2:1]([N:4]([CH2:5][CH2:6][CH2:7][C:8]#[C:9][C:10]1[CH:11]=[C:12]2[C:16](=[CH:17][CH:18]=1)[N:15]([C:25]1[CH:26]=[CH:27][C:22]([Br:21])=[CH:23][CH:24]=1)[CH:14]=[C:13]2[CH3:19])[CH3:20])[CH:2]=[CH2:3]. Reported procedure: In analogy to example 9.1, Allyl-methyl-[5-(3-methyl-1H-indol-5-yl)-pent-4-ynyl]-amine and 1-bromo-4-fluorbenzene were converted to yield Allyl-{5-[1-(4-bromo-phenyl)-3-methyl-1H-indol-5-yl]-pent-4-ynyl}-methyl-amine as light yellow viscous oil, MS: 421 (MH+, 1Br). The reactants are O=C1CCC(=O)N1Br, ClC(Cl)(Cl)Cl, CCC=C(C)C(=O)OC. Product: COC(=O)C(C)=CC(C)Br. RXN SMILES: [Br:10][N:11]1[C:12](=[O:13])[CH2:14][CH2:15][C:16]1=[O:17].[C:18]([Cl:19])([Cl:20])([Cl:21])[Cl:22].[CH3:1][O:2][C:3]([C:4](=[CH:5][CH2:6][CH3:7])[CH3:8])=[O:9]>>[CH3:1][O:2][C:3]([C:4](=[CH:5][CH:6]([CH3:7])[Br:10])[CH3:8])=[O:9]. Product: C1(=CC=CC=C1)C(CCOC(C(=CC1=CC(=CC=C1)Cl)C(COCCC1CCCCC1)=O)=O)C1=CC=CC=C1 (3-(3-chlorophenyl)-2-[(2-cyclohexylethoxy) acetyl]-2-propenoic acid 3,3-diphenylpropyl ester). Reactants: C1(=CC=CC=C1)C(CCOC(CC(COCCC1CCCCC1)=O)=O)C1=CC=CC=C1 (4-(2-cyclohexylethoxy)-3-oxobutanoic acid 3,3-diphenylpropyl ester), ClC=1C=C(C=O)C=CC1 (3-chlorobenzaldehyde), N1CCCCC1 (piperidine), C1(=CC=C(C=C1)S(=O)(=O)O)C (p-toluenesulfonic acid). Solvent: C1=CC=CC=C1 (benzene). Reported procedure: 1.23 g (2.90 mmol) of 4-(2-cyclohexylethoxy)-3-oxobutanoic acid 3,3-diphenylpropyl ester, 0.33 ml (2.91 mmol) of 3-chlorobenzaldehyde, 0.05 ml (0.51 mmol) of piperidine and catalytic amount of p-toluenesulfonic acid were refluxed in 20 ml of benzene removing water for 1.5 hours. After adding ethyl acetate, the organic layer was washed with 1 N hydrochloric acid and saturated aqueous sodium hydrogencarbonate solution, and dried over anhydrous sodium sulfate and then concentrated under reduced pre... Reaction SMILES: [C:1]1([CH:7]([C:26]2[CH:31]=[CH:30][CH:29]=[CH:28][CH:27]=2)[CH2:8][CH2:9][O:10][C:11](=[O:25])[CH2:12][C:13](=[O:24])[CH2:14][O:15][CH2:16][CH2:17][CH:18]2[CH2:23][CH2:22][CH2:21][CH2:20][CH2:19]2)[CH:6]=[CH:5][CH:4]=[CH:3][CH:2]=1.[Cl:32][C:33]1[CH:34]=[C:35]([CH:38]=[CH:39][CH:40]=1)[CH:36]=O.N1CCCCC1.C1(C)C=CC(S(O)(=O)=O)=CC=1>C1C=CC=CC=1>[C:1]1([CH:7]([C:26]2[CH:31]=[CH:30][CH:29]=[CH:28][CH:27]=2)[CH2:8][CH2:9][O:10][C:11](=[O:25])[C:12]([C:13](=[O:24])[CH2:14][O:15][CH2:16][CH2:17][CH:18]2[CH2:19][CH2:20][CH2:21][CH2:22][CH2:23]2)=[CH:36][C:35]2[CH:38]=[CH:39][CH:40]=[C:33]([Cl:32])[CH:34]=2)[CH:2]=[CH:3][CH:4]=[CH:5][CH:6]=1.